This data is from the Open Reaction Database (ORD), a public repository of structured organic reaction records. The task is: describe an organic reaction: reactants, conditions, products, and yield Run in S(O)(O)(=O)=O (sulphuric acid). Reactants: ClC1=NC(=CC=C1CCl)Cl (2,6-dichloro-3-chloromethylpyridine), [N+](=O)(O)[O-] (nitric acid). Reaction conditions: temperature 110 celsius. As a reaction SMILES: [Cl:1][C:2]1[C:7]([CH2:8][Cl:9])=[CH:6][CH:5]=[C:4]([Cl:10])[N:3]=1.[N+:11]([O-])([OH:13])=[O:12]>S(=O)(=O)(O)O>[Cl:1][C:2]1[C:7]([CH2:8][Cl:9])=[CH:6][C:5]([N+:11]([O-:13])=[O:12])=[C:4]([Cl:10])[N:3]=1. Product: ClC1=NC(=C(C=C1CCl)[N+](=O)[O-])Cl (2,6-dichloro-3-chloromethyl-5-nitropyridine). Procedure details: 117.5 g (0.6 mol) of 2,6-dichloro-3-chloromethylpyridine are dissoled in a mixture of 540 ml of concentrated sulphuric acid and 600 ml of 100% strength fuming nitric acid. The reaction mixture is then heated at 110°C in an oil bath for 5 hours. After cooling to approx. 20°C, the reaction mixture is poured onto ice. The resulting crystals are filtered off and are purified by being well ground with water in a mortar and then filtered off with suction and rinsed with water on the filter. After dryi... Starting materials: Example 2 ( 1 ), C(C=C)N1C(=CC=C1)C=O (1-allylpyrrole-2-carbaldehyde), C(C)(C)N1C(=CC=C1)C=O (1-isopropylpyrrole-2-carbaldehyde), C1CCCCC1 (cyclohexane). The solvent is ClCCl (dichloromethane). The product is C(C=C)N1C(=CC=C1)C#N (1-allylpyrrole-2-carbonitrile). The yield is 50.0%. Reaction SMILES: [CH2:1]([N:4]1[CH:8]=[CH:7][CH:6]=[C:5]1[CH:9]=O)[CH:2]=[CH2:3].C([N:14]1C=CC=C1C=O)(C)C.C1CCCCC1>ClCCl>[CH2:1]([N:4]1[CH:8]=[CH:7][CH:6]=[C:5]1[C:9]#[N:14])[CH:2]=[CH2:3]. Reported procedure: In the same manner as described in Reference Example 2 (1) except that 1-allylpyrrole-2-carbaldehyde (prepared in the same manner as described in Can. J. Chem., 55, 4112, 1977, b.p. 80°-83° C./7 mmHg) (8.1 g, 60 mmole) is used instead of 1-isopropylpyrrole-2-carbaldehyde and further the product is isolated by silica gel column chromatography (solvent, cyclohexane:dichloromethane=3:1) instead of distillation under reduced pressure, there is obtained 1-allylpyrrole-2-carbonitrile (4.0 g, yield: 50... The reactants are CCC(O)(CC)C(CO)NC(=O)OC(C)(C)C, CC#N, [O-][Cl+][O-], [O-]Cl, [Na+], [Na+], O=P([O-])([O-])[O-], O=C(O)CC(O)(CC(=O)O)C(=O)O. Yields the product CCC(O)(CC)C(NC(=O)OC(C)(C)C)C(=O)O. RXN SMILES: [CH2:1]([CH3:2])[C:3]([CH:4]([CH2:5][OH:6])[NH:7][C:8]([O:9][C:10]([CH3:11])([CH3:12])[CH3:13])=[O:14])([CH2:15][CH3:16])[OH:17].[CH3:43][C:44]#[N:45].[Cl+:21]([O-:22])[O-:23].[Cl:18][O-:19].[Na+:20].[Na+:24].[O-:38][P:39](=[O:40])([O-:41])[O-:42].[OH:25][C:26]([CH2:27][C:28]([C:29](=[O:30])[OH:31])([CH2:32][C:33](=[O:34])[OH:35])[OH:36])=[O:37]>>[CH2:1]([CH3:2])[C:3]([CH:4]([C:5](=[O:6])[OH:22])[NH:7][C:8]([O:9][C:10]([CH3:11])([CH3:12])[CH3:13])=[O:14])([CH2:15][CH3:16])[OH:17]. Starting materials: O=C(Cl)c1ccccc1, CC1(O)OC(CO)C(O)C(O)C1O. Product: CC1(O)OC(CO)C(O)C(O)C1OC(=O)c1ccccc1. RXN SMILES: [C:14]([c:15]1[cH:16][cH:17][cH:18][cH:19][cH:20]1)(=[O:21])[Cl:22].[CH3:1][C:2]1([OH:3])[CH:4]([OH:5])[CH:6]([OH:7])[CH:8]([OH:9])[CH:10]([CH2:12][OH:13])[O:11]1>>[CH3:1][C:2]1([OH:3])[CH:4]([O:5][C:14]([c:15]2[cH:16][cH:17][cH:18][cH:19][cH:20]2)=[O:21])[CH:6]([OH:7])[CH:8]([OH:9])[CH:10]([CH2:12][OH:13])[O:11]1. Product: O=C(NCc1ccc(F)cc1)c1cn2nc(N3CCN(C(=O)c4cc(F)ccc4C(F)(F)F)CC3)ccc2n1. Starting materials: CCOC(=O)c1cn2nc(N3CCN(C(=O)c4cc(F)ccc4C(F)(F)F)CC3)ccc2n1, NCc1ccc(F)cc1. RXN SMILES: [CH2:10]([O:12][C:13](=[O:11])[c:15]1[n:16][c:17]2[n:18]([n:19][c:20]([N:23]3[CH2:24][CH2:25][N:26]([C:29]([c:30]4[c:31]([C:37]([F:38])([F:39])[F:40])[cH:32][cH:33][c:34]([F:36])[cH:35]4)=[O:41])[CH2:27][CH2:28]3)[cH:21][cH:22]2)[cH:42]1)[CH3:14].[F:1][c:2]1[cH:3][cH:4][c:5]([CH2:6][NH2:7])[cH:8][cH:9]1>>[F:1][c:2]1[cH:3][cH:4][c:5]([CH2:6][NH:7][C:13](=[O:12])[c:15]2[n:16][c:17]3[n:18]([n:19][c:20]([N:23]4[CH2:24][CH2:25][N:26]([C:29]([c:30]5[c:31]([C:37]([F:38])([F:39])[F:40])[cH:32][cH:33][c:34]([F:36])[cH:35]5)=[O:41])[CH2:27][CH2:28]4)[cH:21][cH:22]3)[cH:42]2)[cH:8][cH:9]1. Starting materials: NC1=C(SC(=C1N)C)C(=O)OC (methyl 3,4-diamino-5-methylthiophene-2-carboxylate), FC(C(C(=O)O)(F)F)(F)F (pentafluoropropionic acid). Conditions: temperature 100 celsius, time 6 hour. Yields the product CC=1SC(=C2N=C(NC21)C(C(F)(F)F)(F)F)C(=O)OC (Methyl 4-Methyl-2-pentafluoroethylthieno[3,4-d]imidazole-6-carboxylate). RXN SMILES: [NH2:1][C:2]1[C:6]([NH2:7])=[C:5]([CH3:8])[S:4][C:3]=1[C:9]([O:11][CH3:12])=[O:10].[F:13][C:14]([F:22])([F:21])[C:15]([F:20])([F:19])[C:16](O)=O>>[CH3:8][C:5]1[S:4][C:3]([C:9]([O:11][CH3:12])=[O:10])=[C:2]2[C:6]=1[NH:7][C:16]([C:15]([F:20])([F:19])[C:14]([F:22])([F:21])[F:13])=[N:1]2. Reported procedure: A mixture of methyl 3,4-diamino-5-methylthiophene-2-carboxylate (1.0 g) in pentafluoropropionic acid (8.9 g) was stirred at 100° C. for 6 hr. The reaction solution was concentrated to dryness and the residue was suspensed in water. The mixture was made basic with aqueous solution of K2CO3, followed by extraction with ethyl acetate. The organic layer was washed with water, dried and concentrated to dryness. The residue was purified by silica gel column chromatography to give crystals. Recrystalli...